From a dataset of the Open Reaction Database (ORD), a public repository of structured organic reaction records. describe an organic reaction: reactants, conditions, products, and yield The reactants are CCCCc1ncc(C=CCOC(=O)OCC)n1Cc1ccccc1Cl, C=O, CC(=O)[O-], CC(=O)[O-], C1CCOC1, [Pd+2], c1ccc(P(c2ccccc2)c2ccccc2)cc1. Yields the product CCCCc1ncc(C=CCC(=O)OCC)n1Cc1ccccc1Cl. RXN SMILES: [C:1](=[O:2])([O:3][CH2:6][CH:7]=[CH:8][c:9]1[cH:10][n:11][c:12]([CH2:22][CH2:23][CH2:24][CH3:25])[n:13]1[CH2:14][c:15]1[c:16]([Cl:21])[cH:17][cH:18][cH:19][cH:20]1)[O:4][CH2:5][CH3:26].[C:27]=[O:28].[C:53]([O-:54])(=[O:55])[CH3:56].[C:57]([O-:58])(=[O:59])[CH3:60].[O:48]1[CH2:49][CH2:50][CH2:51][CH2:52]1.[Pd+2:61].[c:29]1([P:30]([c:31]2[cH:32][cH:33][cH:34][cH:35][cH:36]2)[c:37]2[cH:38][cH:39][cH:40][cH:41][cH:42]2)[cH:43][cH:44][cH:45][cH:46][cH:47]1>>[CH2:6]([CH:7]=[CH:8][c:9]1[cH:10][n:11][c:12]([CH2:22][CH2:23][CH2:24][CH3:25])[n:13]1[CH2:14][c:15]1[c:16]([Cl:21])[cH:17][cH:18][cH:19][cH:20]1)[C:49](=[O:28])[O:48][CH2:52][CH3:51].